Dataset: the Open Reaction Database (ORD), a public repository of structured organic reaction records. Task: describe an organic reaction: reactants, conditions, products, and yield Starting materials: IC=1C(=NC(N([C@H]2C[C@H](O)[C@@H](COS(=O)(=O)C3=CC=C(C=C3)C)O2)C1)=O)N (5-Iodo-5'-O-p-tolylsulfonyl-2'-deoxycytidine), [N-]=[N+]=[N-].[Li+] (lithium azide). The solvent is CN(C)C=O (DMF). The product is IC=1C(=NC(N([C@H]2C[C@H](O)[C@@H](CN=[N+]=[N-])O2)C1)=O)N (5-Iodo-5'-azido-2',5'-dideoxycytidine). Yield: 64.7%. Reaction SMILES: [I:1][C:2]1[C:3]([NH2:27])=[N:4][C:5](=[O:26])[N:6]([CH:25]=1)[C@@H:7]1[O:24][C@H:11]([CH2:12]OS(C2C=CC(C)=CC=2)(=O)=O)[C@@H:9]([OH:10])[CH2:8]1.[N-:28]=[N+:29]=[N-:30].[Li+]>CN(C=O)C>[I:1][C:2]1[C:3]([NH2:27])=[N:4][C:5](=[O:26])[N:6]([CH:25]=1)[C@@H:7]1[O:24][C@H:11]([CH2:12][N:28]=[N+:29]=[N-:30])[C@@H:9]([OH:10])[CH2:8]1 |f:1.2|. Procedure: A mixture of the compound of Example 1 (2.80 g, 5.52 mmol) and lithium azide (0.41 g, 8.28 mmol) in 30 ml of DMF is heated to 75°-80° (oil bath) for 2 h. The solvent is evaporated to dryness under reduced pressure. The residue is coevaporated several times with ethanol and triturated with ether. The white solid is collected by filtration, washed with ice-cooled water, a small amount of ethanol and ether, and then dried under reduced pressure to afford 1.35 g (65%) of the desired product. An anal... Starting materials: [Cl-].[NH4+] (Ammonium chloride), BrC1=C(C(=CC=C1F)[N+](=O)[O-])CN ((2-bromo-3-fluoro-6-nitrophenyl)methylamine), CO.O (methanol water), resultant mixture. The reagents and catalysts are [Fe] (iron). Product: BrC1=C(C(=CC=C1F)N)NC (3-Bromo-4-fluoro-N2-methylbenzene-1,2-diamine). The yield is 47.0%. RXN SMILES: [Cl-].[NH4+:2].[Br:3][C:4]1[C:9]([F:10])=[CH:8][CH:7]=[C:6]([N+:11]([O-])=O)[C:5]=1CN.[CH3:16]O.O>[Fe]>[Br:3][C:4]1[C:9]([F:10])=[CH:8][CH:7]=[C:6]([NH2:11])[C:5]=1[NH:2][CH3:16] |f:0.1,3.4|. Procedure details: Ammonium chloride (6.24 g, 117 mmol) and iron powder (4.34 g, 77.7 mmol) were added to a stirred mixture of (2-bromo-3-fluoro-6-nitrophenyl)methylamine (4.84 g, 19.4 mmol) in 3:1 methanol/water (320 mL) and the resultant mixture heated at reflux for 24 h. The solid material was removed by filtration and the filtrate concentrated to approximately ⅓ volume. This mixture was partitioned between DCM (3×) and water then the combined DCM extracts were dried (Na2SO4) and concentrated in vacuo. The resu... Starting materials: N(=NC(=O)OCC)C(=O)OCC (Diethyl azodicarboxylate), ClC1=C(C=CC=C1)C(C)O (1-(2-Chloro-phenyl)-ethanol), C1(=CC=CC=C1)P(C1=CC=CC=C1)C1=CC=CC=C1 (triphenylphosphine), COC(=O)C=1SC(=CC1O)C(=O)OC (3-hydroxythiophene-2,5-dicarboxylic acid dimethyl ester). Run in C1CCOC1 (THF). Product: COC(=O)C=1SC(=CC1OC(C)C1=C(C=CC=C1)Cl)C(=O)OC (3-[1-(2-Chloro-phenyl)-ethoxy]-thiophene-2,5-dicarboxylic acid dimethyl ester). Isolated yield 98.2%. As a reaction SMILES: N(C(OCC)=O)=NC(OCC)=O.[Cl:13][C:14]1[CH:19]=[CH:18][CH:17]=[CH:16][C:15]=1[CH:20]([OH:22])[CH3:21].C1(P(C2C=CC=CC=2)C2C=CC=CC=2)C=CC=CC=1.[CH3:42][O:43][C:44]([C:46]1[S:47][C:48]([C:52]([O:54][CH3:55])=[O:53])=[CH:49][C:50]=1O)=[O:45]>C1COCC1>[CH3:42][O:43][C:44]([C:46]1[S:47][C:48]([C:52]([O:54][CH3:55])=[O:53])=[CH:49][C:50]=1[O:22][CH:20]([C:15]1[CH:16]=[CH:17][CH:18]=[CH:19][C:14]=1[Cl:13])[CH3:21])=[O:45]. Reported procedure: Diethyl azodicarboxylate (1.29 g, 7.41 mmol, 1.3 Eq.) was added to a stirred solution of 1-(2-Chloro-phenyl)-ethanol (893 mg, 5.70 mmol, 1.0 Eq.), triphenylphosphine (1.94 g, 7.41 mmol, 1.3 Eq.) and 3-hydroxythiophene-2,5-dicarboxylic acid dimethyl ester (1.23 g, 5.70 mmol, 1.0 Eq.) in anhydrous THF (20 mL) at 0° C. under nitrogen and the reaction allowed to warm to ambient temperature overnight. The crude reaction mixture was concentrated in vacuo and purified by column chromatography (10% EtOA... The reactants are ClCCCCC(C1=CC=C(C=C1)F)C1=NNC(=N1)NC1=CC(=C(C=C1)C1=CN=NC(=C1)C)OC (3-(5-chloro-1-(4-fluorophenyl)pentyl)-N-(3-methoxy-4-(6-methylpyridazin-4-yl)phenyl)-1H-1,2,4-triazol-5-amine), C([O-])([O-])=O.[K+].[K+] (potassium carbonate), [I-].[K+] (potassium iodide). Solvent: CN(C)C=O (DMF). Conditions: temperature 55 celsius. Product: FC1=CC=C(C=C1)C1C=2N(CCCC1)N=C(N2)NC2=CC(=C(C=C2)C2=CN=NC(=C2)C)OC (9-(4-fluorophenyl)-N-(3-methoxy-4-(6-methylpyridazin-4-yl)phenyl)-6,7,8,9-tetrahydro-5H-[1,2,4]triazolo[1,5-a]azepin-2-amine). Isolated yield 38.2%. RXN SMILES: Cl[CH2:2][CH2:3][CH2:4][CH2:5][CH:6]([C:14]1[N:18]=[C:17]([NH:19][C:20]2[CH:25]=[CH:24][C:23]([C:26]3[CH:31]=[C:30]([CH3:32])[N:29]=[N:28][CH:27]=3)=[C:22]([O:33][CH3:34])[CH:21]=2)[NH:16][N:15]=1)[C:7]1[CH:12]=[CH:11][C:10]([F:13])=[CH:9][CH:8]=1.C(=O)([O-])[O-].[K+].[K+].[I-].[K+]>CN(C=O)C>[F:13][C:10]1[CH:11]=[CH:12][C:7]([CH:6]2[CH2:5][CH2:4][CH2:3][CH2:2][N:15]3[N:16]=[C:17]([NH:19][C:20]4[CH:25]=[CH:24][C:23]([C:26]5[CH:31]=[C:30]([CH3:32])[N:29]=[N:28][CH:27]=5)=[C:22]([O:33][CH3:34])[CH:21]=4)[N:18]=[C:14]23)=[CH:8][CH:9]=1 |f:1.2.3,4.5|. Reported procedure: A mixture of 3-(5-chloro-1-(4-fluorophenyl)pentyl)-N-(3-methoxy-4-(6-methylpyridazin-4-yl)phenyl)-1H-1,2,4-triazol-5-amine (102 mg, 0.212 mmol), potassium carbonate (117 mg, 0.848 mmol), and potassium iodide (70.4 mg, 0.424 mmol) in DMF (5 mL) was heated at 55° C. for 5 hrs. The solvent was removed in vacuo. The crude product was purified using silica gel column chromatography (0-10% MeOH/CH2Cl2, linear gradient) to afford 36 mg (36% yield) of the titled compound as a solid. LC-MS (M+H)+ 455.3. ... Reactants: CC1=C(N=C(O1)C1=CC=CC=C1)CCCC#CCO (6-(5-Methyl-2-phenyl-oxazol-4-yl)-hex-2-yn-1-ol), BrCCCC=1N=C(OC1C)C1=CC=CC=C1 (4-(3-Bromo-propyl)-5-methyl-2-phenyl-oxazole). Yields the product EtOAc Hexanes, BrCC#CCCCC=1N=C(OC1C)C1=CC=CC=C1 (4-(6-Bromo-hex-4-ynyl)-5-methyl-2-phenyl-oxazole). The yield is 80.0%. As a reaction SMILES: [CH3:1][C:2]1[O:6][C:5]([C:7]2[CH:12]=[CH:11][CH:10]=[CH:9][CH:8]=2)=[N:4][C:3]=1[CH2:13][CH2:14][CH2:15][C:16]#[C:17][CH2:18]O.[Br:20]CCCC1N=C(C2C=CC=CC=2)OC=1C>>[Br:20][CH2:18][C:17]#[C:16][CH2:15][CH2:14][CH2:13][C:3]1[N:4]=[C:5]([C:7]2[CH:12]=[CH:11][CH:10]=[CH:9][CH:8]=2)[O:6][C:2]=1[CH3:1]. Reported procedure: Alcohol 1-8 (1.2 g, 4.7 mmol) was treated in a manner similar to the preparation of bromide 1-5. Chromatography with 10% EtOAc/Hexanes gave the product 1-9 as a colorless oil (1.7 g) in 80% yield. NMR CDCl3 (δ): 7.97 (2H, m); 7.40 (3H, m); 3.93 (2H, s); 2.60 (2H, m); 2.34 (3H, s); 2.28 (2H, m); 1.89 (2H, m).